From a dataset of the Open Reaction Database (ORD), a public repository of structured organic reaction records. describe an organic reaction: reactants, conditions, products, and yield Starting materials: COc1cc(Br)cnc1[N+](=O)[O-], CCO, [Cl-], [Fe], [NH4+], O. The product is COc1cc(Br)cnc1NC=O. Reaction SMILES: [Br:3][c:4]1[cH:5][c:6]([O:13][CH3:14])[c:7]([N+:10]([O-:11])=[O:12])[n:8][cH:9]1.[CH3:15][CH2:16][OH:17].[Cl-:1].[Fe:19].[NH4+:2].[OH2:18]>>[Br:3][c:4]1[cH:5][c:6]([O:13][CH3:14])[c:7]([NH:10][CH:16]=[O:17])[n:8][cH:9]1. Starting materials: C1CCOC1, CCOC(=O)c1cc(F)c(Oc2cnc(OCC(C)C)c(Cl)c2)cc1F, [Li+], [OH-], O. Product: CC(C)COc1ncc(Oc2cc(F)c(C(=O)O)cc2F)cc1Cl. Reaction SMILES: [CH2:29]1[O:30][CH2:31][CH2:32][CH2:33]1.[Cl:1][c:2]1[cH:3][c:4]([O:13][c:14]2[cH:15][c:16]([F:26])[c:17]([C:18](=[O:19])[O:20][CH2:21][CH3:22])[cH:23][c:24]2[F:25])[cH:5][n:6][c:7]1[O:8][CH2:9][CH:10]([CH3:11])[CH3:12].[Li+:27].[OH-:28].[OH2:34]>>[Cl:1][c:2]1[cH:3][c:4]([O:13][c:14]2[cH:15][c:16]([F:26])[c:17]([C:18](=[O:19])[OH:20])[cH:23][c:24]2[F:25])[cH:5][n:6][c:7]1[O:8][CH2:9][CH:10]([CH3:11])[CH3:12]. As a reaction SMILES: [C:1](O[BH-](OC(=O)C)OC(=O)C)(=O)[CH3:2].[Na+].[N+:15]([C:18]1[CH:23]=[CH:22][C:21]([CH:24]2[CH2:29][CH2:28][NH:27][CH2:26][CH2:25]2)=[CH:20][CH:19]=1)([O-:17])=[O:16].C(=O)C.C([O-])(O)=O.[Na+]>C(Cl)Cl>[CH2:1]([N:27]1[CH2:26][CH2:25][CH:24]([C:21]2[CH:22]=[CH:23][C:18]([N+:15]([O-:17])=[O:16])=[CH:19][CH:20]=2)[CH2:29][CH2:28]1)[CH3:2] |f:0.1,4.5|. Reaction conditions: temperature 5 celsius, time 1 hour. Starting materials: C(=O)(O)[O-].[Na+] (NaHCO3), C(C)(=O)O[BH-](OC(C)=O)OC(C)=O.[Na+] (Sodium triacetoxyborohydride), [N+](=O)([O-])C1=CC=C(C=C1)C1CCNCC1 (4-(4-nitro-phenyl)-piperidine), C(C)=O (acetaldehyde). Run in C(Cl)Cl (DCM), C(Cl)Cl (DCM). The product is C(C)N1CCC(CC1)C1=CC=C(C=C1)[N+](=O)[O-] (1-Ethyl-4-(4-nitro-phenyl)-piperidine). Procedure: Sodium triacetoxyborohydride (3.1 g, 14.6 mmol, 3 equiv) is added to a cold (5° C.) solution of 4-(4-nitro-phenyl)-piperidine (1 g, 4.9 mmol) and acetaldehyde (0.82 mL, 14.6 mmol, 3 equiv) in DCM (20 mL). The reaction mixture is stirred for 1 h at 5° C. and then diluted with DCM and a saturated aqueous solution of NaHCO3. The layers are separated and the aqueous layer is extracted with DCM. The organic phase is washed with brine, dried (Na2SO4), filtered and concentrated. The residue is purified... The reactants are CC(C)(C)OC(=O)CNC(=O)C1=C(O)c2ccc(Br)cc2C(C)(C)C1=O, O=C([O-])[O-], [Na+], [Na+], C1COCCO1, OB(O)c1ccccc1, c1ccc(P(c2ccccc2)(c2ccccc2)[Pd](P(c2ccccc2)(c2ccccc2)c2ccccc2)(P(c2ccccc2)(c2ccccc2)c2ccccc2)P(c2ccccc2)(c2ccccc2)c2ccccc2)cc1. Yields the product CC(C)(C)OC(=O)CNC(=O)C1=C(O)c2ccc(-c3ccccc3)cc2C(C)(C)C1=O. Reaction SMILES: [Br:1][c:2]1[cH:3][cH:4][c:5]2[c:10]([cH:11]1)[C:9]([CH3:12])([CH3:13])[C:8](=[O:14])[C:7]([C:15](=[O:16])[NH:17][CH2:18][C:19](=[O:20])[O:21][C:22]([CH3:23])([CH3:24])[CH3:25])=[C:6]2[OH:26].[C:36](=[O:37])([O-:38])[O-:39].[Na+:40].[Na+:41].[O:42]1[CH2:43][CH2:44][O:45][CH2:46][CH2:47]1.[OH:27][B:28]([OH:29])[c:30]1[cH:31][cH:32][cH:33][cH:34][cH:35]1.[cH:48]1[cH:49][cH:50][c:51]([P:52]([Pd:53]([P:54]([c:55]2[cH:56][cH:57][cH:58][cH:59][cH:60]2)([c:61]2[cH:62][cH:63][cH:64][cH:65][cH:66]2)[c:67]2[cH:68][cH:69][cH:70][cH:71][cH:72]2)([P:73]([c:74]2[cH:75][cH:76][cH:77][cH:78][cH:79]2)([c:80]2[cH:81][cH:82][cH:83][cH:84][cH:85]2)[c:86]2[cH:87][cH:88][cH:89][cH:90][cH:91]2)[P:92]([c:93]2[cH:94][cH:95][cH:96][cH:97][cH:98]2)([c:99]2[cH:100][cH:101][cH:102][cH:103][cH:104]2)[c:105]2[cH:106][cH:107][cH:108][cH:109][cH:110]2)([c:111]2[cH:112][cH:113][cH:114][cH:115][cH:116]2)[c:117]2[cH:118][cH:119][cH:120][cH:121][cH:122]2)[cH:123][cH:124]1>>[c:2]1(-[c:30]2[cH:31][cH:32][cH:33][cH:34][cH:35]2)[cH:3][cH:4][c:5]2[c:10]([cH:11]1)[C:9]([CH3:12])([CH3:13])[C:8](=[O:14])[C:7]([C:15](=[O:16])[NH:17][CH2:18][C:19](=[O:20])[O:21][C:22]([CH3:23])([CH3:24])[CH3:25])=[C:6]2[OH:26]. Reactants: FC(C(=O)C1=CC=C(C=C1)C(C)NC(OC(C)(C)C)=O)(F)F (tert-Butyl 1-(4-(2,2,2-trifluoroacetyl)phenyl)ethylcarbamate), NO (NH2OH). Run in N1=CC=CC=C1 (pyridine), CCO (EtOH). Conditions: temperature 80 celsius, time 16 hour. Product: FC(C(=NO)C1=CC=C(C=C1)C(C)NC(OC(C)(C)C)=O)(F)F (tert-Butyl 1-(4-(2,2,2-trifluoro-1-(hydroxyimino)ethyl)phenyl)ethylcarbamate). The yield is 60.0%. As a reaction SMILES: [F:1][C:2]([F:22])([F:21])[C:3]([C:5]1[CH:10]=[CH:9][C:8]([CH:11]([NH:13][C:14](=[O:20])[O:15][C:16]([CH3:19])([CH3:18])[CH3:17])[CH3:12])=[CH:7][CH:6]=1)=O.[NH2:23][OH:24]>N1C=CC=CC=1.CCO>[F:1][C:2]([F:22])([F:21])[C:3]([C:5]1[CH:10]=[CH:9][C:8]([CH:11]([NH:13][C:14](=[O:20])[O:15][C:16]([CH3:19])([CH3:18])[CH3:17])[CH3:12])=[CH:7][CH:6]=1)=[N:23][OH:24]. Reported procedure: tert-Butyl 1-(4-(2,2,2-trifluoroacetyl)phenyl)ethylcarbamate (1.02 g, 3.21 mmol) was mixed with NH2OH*HCl (223 mg, 3.21 mmol) in pyridine (25 ml) and EtOH (12 ml). The mixture was stirred at 80° C. for 16 hours and then evaporated. The residue was dissolved in EtOAc (60 ml), washed with H2O (2*40 ml), dried over MgSO4, filtered and evaporated. The product was purified by flash chromatography using CH2Cl2/MeOH (20:0→20:1) as eluent to give 640 mg (60%) of the title compound as pale solids. Reactants: CC(C)C(NS(=O)(=O)c1ccc(-c2ccc(Oc3ccc(C(F)(F)F)cn3)cc2)cc1)C(=O)OC(C)(C)C, ClCCl, O=C(O)C(F)(F)F. The product is CC(C)C(NS(=O)(=O)c1ccc(-c2ccc(Oc3ccc(C(F)(F)F)cn3)cc2)cc1)C(=O)O. As a reaction SMILES: [C:1]([CH3:2])([CH3:3])([CH3:4])[O:5][C:6]([CH:7]([CH:8]([CH3:9])[CH3:10])[NH:11][S:12](=[O:13])(=[O:14])[c:15]1[cH:16][cH:17][c:18](-[c:21]2[cH:22][cH:23][c:24]([O:27][c:28]3[n:29][cH:30][c:31]([C:34]([F:35])([F:36])[F:37])[cH:32][cH:33]3)[cH:25][cH:26]2)[cH:19][cH:20]1)=[O:38].[Cl:46][CH2:47][Cl:48].[F:39][C:40]([F:41])([F:42])[C:43]([OH:44])=[O:45]>>[O:5]=[C:6]([CH:7]([CH:8]([CH3:9])[CH3:10])[NH:11][S:12](=[O:13])(=[O:14])[c:15]1[cH:16][cH:17][c:18](-[c:21]2[cH:22][cH:23][c:24]([O:27][c:28]3[n:29][cH:30][c:31]([C:34]([F:35])([F:36])[F:37])[cH:32][cH:33]3)[cH:25][cH:26]2)[cH:19][cH:20]1)[OH:38]. Run in ClCCl (dichloromethane). Procedure details: A solution of 4-(3-phenylpyrazolo[1,5-a]pyrimidin-6-yl)thiophene-2-carboxylic acid (5-3, 1.0 g, 3.11 mmol, 1 equiv) and oxalyl chloride (2.17 mL, 24.9 mmol, 8.00 equiv) in dichloromethane (400 mL) was stirred at 23° C. for 72 hours. The reaction mixture was concentrated to give 4-(3-phenylpyrazolo[1,5-a]pyrimidin-6-yl)thiophene-2-carbonyl chloride (5-4) as a yellow solid. 1H NMR (400 MHz, CDCl3) δ 8.89 (d, 1H, J=2.4 Hz), 8.79 (d, 1H, J=2.2 Hz), 8.50 (s, 1H), 8.22 (d, 1H, J=1.6 Hz), 8.05 (br d, 2... Yields the product C1(=CC=CC=C1)C=1C=NN2C1N=CC(=C2)C=2C=C(SC2)C(=O)Cl (4-(3-phenylpyrazolo[1,5-a]pyrimidin-6-yl)thiophene-2-carbonyl chloride). The reactants are C1(=CC=CC=C1)C=1C=NN2C1N=CC(=C2)C=2C=C(SC2)C(=O)O (4-(3-phenylpyrazolo[1,5-a]pyrimidin-6-yl)thiophene-2-carboxylic acid), C(C(=O)Cl)(=O)Cl (oxalyl chloride). As a reaction SMILES: [C:1]1([C:7]2[CH:8]=[N:9][N:10]3[CH:15]=[C:14]([C:16]4[CH:17]=[C:18]([C:21]([OH:23])=O)[S:19][CH:20]=4)[CH:13]=[N:12][C:11]=23)[CH:6]=[CH:5][CH:4]=[CH:3][CH:2]=1.C(Cl)(=O)C([Cl:27])=O>ClCCl>[C:1]1([C:7]2[CH:8]=[N:9][N:10]3[CH:15]=[C:14]([C:16]4[CH:17]=[C:18]([C:21]([Cl:27])=[O:23])[S:19][CH:20]=4)[CH:13]=[N:12][C:11]=23)[CH:6]=[CH:5][CH:4]=[CH:3][CH:2]=1. Starting materials: CN1C(=CC2=CC=CC=C12)B(O)O (1-methyl-indole-2-boronic acid), BrC=1C=NC=CC1CO ((3-bromo-pyridin-4-yl)-methanol), P(=O)([O-])([O-])[O-].[K+].[K+].[K+] (potassium phosphate). Reagents/catalysts: C=1C=CC(=CC1)[P](C=2C=CC=CC2)(C=3C=CC=CC3)[Pd]([P](C=4C=CC=CC4)(C=5C=CC=CC5)C=6C=CC=CC6)([P](C=7C=CC=CC7)(C=8C=CC=CC8)C=9C=CC=CC9)[P](C=1C=CC=CC1)(C=1C=CC=CC1)C=1C=CC=CC1 (Pd(PPh3)4). Run in CN(C)C=O (DMF). Run at temperature 120 celsius. Yields the product CN1C(=CC2=CC=CC=C12)C=1C=NC=CC1CO ([3-(1-methyl-1H-indol-2-yl)-pyridin-4-yl]-methanol). RXN SMILES: [CH3:1][N:2]1[C:10]2[C:5](=[CH:6][CH:7]=[CH:8][CH:9]=2)[CH:4]=[C:3]1B(O)O.Br[C:15]1[CH:16]=[N:17][CH:18]=[CH:19][C:20]=1[CH2:21][OH:22].P([O-])([O-])([O-])=O.[K+].[K+].[K+]>C1C=CC([P]([Pd]([P](C2C=CC=CC=2)(C2C=CC=CC=2)C2C=CC=CC=2)([P](C2C=CC=CC=2)(C2C=CC=CC=2)C2C=CC=CC=2)[P](C2C=CC=CC=2)(C2C=CC=CC=2)C2C=CC=CC=2)(C2C=CC=CC=2)C2C=CC=CC=2)=CC=1.CN(C=O)C>[CH3:1][N:2]1[C:10]2[C:5](=[CH:6][CH:7]=[CH:8][CH:9]=2)[CH:4]=[C:3]1[C:15]1[CH:16]=[N:17][CH:18]=[CH:19][C:20]=1[CH2:21][OH:22] |f:2.3.4.5,^1:34,36,55,74|. Procedure details: A microwave reactor is charged with 1-methyl-indole-2-boronic acid (1.18 g, 6.78 mmol), (3-bromo-pyridin-4-yl)-methanol (0.850 g, 4.52 mmol), potassium phosphate (1.91 g, 9.04 mmol) and DMF (10 mL). The reactor is evacuated and filled with nitrogen thrice and Pd(PPh3)4 (0.261 g, 0.226 mmol) is added. The reactor is evacuated and filled with nitrogen thrice again. The mixture is heated to 120° C. for 1 h under microwave irradiation, then diluted with ethyl acetate and washed with water thrice. Th... Reactants: FC(C(=O)O)(F)F (Trifluoroacetic acid), C(C)(C)(C)OC(CN1C[C@]2(C(N(C(N2C)=O)C2=CC(=CC(=C2)Cl)Cl)=O)[C@@H](C1)C1=CC=C(C=C1)C#N)=O ([(5S*,9R*)-9-(4-Cyanophenyl)-3-(3,5-dichlorophenyl)-1-methyl-2,4-dioxo-1,3,7-triazaspiro[4.4]non-7-yl]-acetic acid tert-butyl ester). Run in C(Cl)Cl (DCM). The product is C(#N)C1=CC=C(C=C1)[C@@H]1CN(C[C@]12C(N(C(N2C)=O)C2=CC(=CC(=C2)Cl)Cl)=O)CC(=O)O ([(5S*,9R*)-9-(4-Cyanophenyl)-3-(3,5-dichlorophenyl)-1-methyl-2,4-dioxo-1,3,7-triazaspiro[4.4]non-7-yl]-acetic acid). Reaction SMILES: FC(F)(F)C(O)=O.C([O:12][C:13](=[O:43])[CH2:14][N:15]1[CH2:34][C@@H:33]([C:35]2[CH:40]=[CH:39][C:38]([C:41]#[N:42])=[CH:37][CH:36]=2)[C@:17]2([N:21]([CH3:22])[C:20](=[O:23])[N:19]([C:24]3[CH:29]=[C:28]([Cl:30])[CH:27]=[C:26]([Cl:31])[CH:25]=3)[C:18]2=[O:32])[CH2:16]1)(C)(C)C>C(Cl)Cl>[C:41]([C:38]1[CH:37]=[CH:36][C:35]([C@H:33]2[C@:17]3([N:21]([CH3:22])[C:20](=[O:23])[N:19]([C:24]4[CH:29]=[C:28]([Cl:30])[CH:27]=[C:26]([Cl:31])[CH:25]=4)[C:18]3=[O:32])[CH2:16][N:15]([CH2:14][C:13]([OH:43])=[O:12])[CH2:34]2)=[CH:40][CH:39]=1)#[N:42]. Reported procedure: Trifluoroacetic acid (4.8 ml, 59 mmol) was added to a solution of Example 63 (1.56 g, 2.95 mmol) in DCM (40 ml). The solution was refluxed for 3 h. It was then concentrated in vacuo and partitioned between EtOAc/aqueous NH4OH . The aqueous layer was acidified to pH=2 with SO2. The white precipitate was separated by filtration. The aqueous layer was extracted with DCM and concentrated to give white crystals which where combined with the precipitated solid to give, after drying, the above-titled c...